This data is from the Open Reaction Database (ORD), a public repository of structured organic reaction records. The task is: describe an organic reaction: reactants, conditions, products, and yield The reactants are [OH-].[K+] (KOH), C1(CCCC1)C(C(=O)OCC)C(=O)OCC (diethyl 2-cyclopentylmalonate), C1(CCCC1)C(C(=O)OCC)C(=O)OCC (diethyl cyclopentylmalonate), Cl (HCl), resultant mixture. The solvent is O (water), C(C)O (ethanol). Run at temperature -10 celsius. Yields the product C1(CCCC1)C(C(=O)O)C(=O)OCC (2-Cyclopentyl-3-ethoxy-3-oxopropanoic acid). Yield: 96.0%. RXN SMILES: [OH-].[K+].[CH:3]1([CH:8]([C:14]([O:16]CC)=[O:15])[C:9]([O:11][CH2:12][CH3:13])=[O:10])[CH2:7][CH2:6][CH2:5][CH2:4]1.Cl>O.C(O)C>[CH:3]1([CH:8]([C:9]([O:11][CH2:12][CH3:13])=[O:10])[C:14]([OH:16])=[O:15])[CH2:4][CH2:5][CH2:6][CH2:7]1 |f:0.1|. Procedure: KOH (3.42 g, 61.0 mmol) in water (10 mL) was slowly added (over 1 h) to diethyl 2-cyclopentylmalonate (12.12 g, 53.09 mmol) in ethanol (30 mL) at 0° C. The resultant mixture was stirred at 0° C. for 2 h and at rt over night. The mixture was freezing-dried, and the residue partitioned between Et2O and water. The aqueous layer was washed with Et2O. The combined organic layers were washed with brine, dried (Na2SO4) and concentrated under reduce pressure to recover unreacted diethyl cyclopentylmalon...